This data is from the Open Reaction Database (ORD), a public repository of structured organic reaction records. The task is: describe an organic reaction: reactants, conditions, products, and yield Starting materials: ClC1=CC=C(C=C1)C(C(C(=O)OCC)=NO)=O (Ethyl 3-(4-chlorophenyl)-2-hydroxyimino-3-oxopropionate), N1(CCCC1)C1=CC=C(CN)C=C1 (4-(1-pyrrolidinyl)benzylamine). The product is ClC1=CC=C(C=C1)C1=C(N=C(N1)C1=CC=C(C=C1)N1CCCC1)C(=O)OCC (ethyl 5-(4-chlorophenyl)-2-(4-(1-pyrrolidinyl)phenyl)imidazole-4-carboxylate). Reaction SMILES: [Cl:1][C:2]1[CH:7]=[CH:6][C:5]([C:8](=O)[C:9](=[N:15]O)[C:10]([O:12][CH2:13][CH3:14])=[O:11])=[CH:4][CH:3]=1.[N:18]1([C:23]2[CH:30]=[CH:29][C:26]([CH2:27][NH2:28])=[CH:25][CH:24]=2)[CH2:22][CH2:21][CH2:20][CH2:19]1>>[Cl:1][C:2]1[CH:7]=[CH:6][C:5]([C:8]2[NH:28][C:27]([C:26]3[CH:25]=[CH:24][C:23]([N:18]4[CH2:22][CH2:21][CH2:20][CH2:19]4)=[CH:30][CH:29]=3)=[N:15][C:9]=2[C:10]([O:12][CH2:13][CH3:14])=[O:11])=[CH:4][CH:3]=1. Procedure: Ethyl 3-(4-chlorophenyl)-2-hydroxyimino-3-oxopropionate and 4-(1-pyrrolidinyl)benzylamine are reacted and treated in the same manner as in Starting Material Synthetic Example 1 to give ethyl 5-(4-chlorophenyl)-2-(4-(1-pyrrolidinyl)phenyl)imidazole-4-carboxylate. Ethyl 5-(4-chlorophenyl)-2-(4-(1-pyrrolidinyl)-phenyl)imidazole-4-carboxylate is reacted and treated in the same manner as in Starting Material Synthetic Example 2 to give 5-(4-chlorophenyl)-2-(4-(1-pyrrolidinyl)phenyl)imidazole-4-carbox... Run in CC=1C=CC=CC1C (o-xylene). Procedure details: A mixture of 50.6 g of 1-nitro-anthraquinone (99% pure) and 240 ml of o-xylene is reacted with 118 g of n-propylamine (molar ratio 10:1) at a temperature of 170° C. and under a pressure of 30 bars and for a reaction time of 80 minutes. Working up analogously to Example 1 gives 50 g (94% of theory) of 1-n-propylamino-anthraquinone, in which no further 1-nitro-anthraquinone can be detected. Isolated yield 94.3%. The product is C(CC)NC1=CC=CC=2C(C3=CC=CC=C3C(C12)=O)=O (1-n-propylamino-anthraquinone). RXN SMILES: [N+:1]([C:4]1[C:17]2[C:16](=[O:18])[C:15]3[C:10](=[CH:11][CH:12]=[CH:13][CH:14]=3)[C:9](=[O:19])[C:8]=2[CH:7]=[CH:6][CH:5]=1)([O-])=O.[CH2:20](N)[CH2:21][CH3:22]>CC1C=CC=CC=1C>[CH2:20]([NH:1][C:4]1[C:17]2[C:16](=[O:18])[C:15]3[C:10](=[CH:11][CH:12]=[CH:13][CH:14]=3)[C:9](=[O:19])[C:8]=2[CH:7]=[CH:6][CH:5]=1)[CH2:21][CH3:22]. Starting materials: [N+](=O)([O-])C1=CC=CC=2C(C3=CC=CC=C3C(C12)=O)=O (1-nitro-anthraquinone), C(CC)N (n-propylamine). The reactants are C([O-])([O-])=O.[Na+].[Na+] (sodium carbonate), 18.35, NCCN1CCC(CC1)NC1=NC2=C(N1CC1=CC=C(C=C1)F)C=CC=C2 (N-[1-(2-aminoethyl)-4-piperidinyl]-1-[(4-fluorophenyl)methyl]-1H-benzimidazol-2-amine), N#CBr (cyanogen bromide). The solvent is O1CCCC1 (tetrahydrofuran), O1CCCC1 (tetrahydrofuran). Run at temperature 0 celsius, time 2 hour. Yields the product O1C(=CC=C1)CNC=1C(=CC=CC1)N (N-(2-furanylmethyl)-1,2-benzenediamine), [2[4-[[1-[(4-fluorophenyl)methyl]-1H-benzimidazol-2-yl]amino]-1-piperidinyl]ethyl]cyanimide. Isolated yield 100.0%. Reaction SMILES: N#CBr.[C:4](=[O:7])([O-])[O-].[Na+].[Na+].NCCN1CCC(NC2[N:24]([CH2:25][C:26]3C=CC(F)=[CH:28][CH:27]=3)[C:23]3[CH:33]=[CH:34][CH:35]=[CH:36][C:22]=3[N:21]=2)CC1>O1CCCC1>[O:7]1[CH:4]=[CH:28][CH:27]=[C:26]1[CH2:25][NH:24][C:23]1[C:22]([NH2:21])=[CH:36][CH:35]=[CH:34][CH:33]=1 |f:1.2.3|. Procedure details: To a stirred mixture of 5.3 parts of cyanogen bromide, 106. parts of anhydrous sodium carbonate and 45 parts of tetrahydrofuran was added dropwise a solution of 18.35 parts of N-[1-(2-aminoethyl)-4-piperidinyl]-1-[(4-fluorophenyl)methyl]-1H-benzimidazol-2-amine in tetrahydrofuran at a temperature between -10° C. and -20° C. Upon completion, stirring was continued for 2 hours at -10° C. After heating to 0° C., the whole was filtered and the filtrate was evaporated, yielding 19 parts (100%) of [2[... The product is CC=1NC2=NC(=C(N=C2C(N1)=O)C)C (2,6,7-Trimethylpteridin-4(1H)-one). Reaction conditions: temperature 77.5 celsius, time 1 hour. Starting materials: ClC1=C(C(=NC(=N1)C)N)N (6-chloro-2-methylpyrimidine-4,5-diamine), CC(C(C)=O)=O (2,3-butanedione), C(CCC)O (n-butanol). The solvent is CCOCC (Et2O). Reaction SMILES: Cl[C:2]1[N:7]=[C:6]([CH3:8])[N:5]=[C:4]([NH2:9])[C:3]=1[NH2:10].[CH3:11][C:12](=O)[C:13](=O)[CH3:14].C([OH:21])CCC>CCOCC>[CH3:8][C:6]1[NH:5][C:4]2[C:3]([C:2](=[O:21])[N:7]=1)=[N:10][C:13]([CH3:14])=[C:12]([CH3:11])[N:9]=2. Procedure: A mixture of 6-chloro-2-methylpyrimidine-4,5-diamine (3.2 g, 20 mmol) and 2,3-butanedione (3.6 g, 42 mmol) in n-butanol (40 mL) was stirred at 75-80° C. for 1 h. After cooling, the reaction was diluted with Et2O (50 mL) and the solid collected by suction filtration. This was dried in vacuo affording, 2,6,7-trimethylpteridin-4(1H)-one (3.9 g), as a gold powder which was used in the next step without further purification. Starting materials: CCCCCCI, c1ccc(P(c2ccccc2)c2ccccc2)cc1, Cc1ccccc1C. Product: [I-], CCCCCC[P+](c1ccccc1)(c1ccccc1)c1ccccc1. Reaction SMILES: [I:20][CH2:21][CH2:22][CH2:23][CH2:24][CH2:25][CH3:26].[c:1]1([P:7]([c:8]2[cH:9][cH:10][cH:11][cH:12][cH:13]2)[c:14]2[cH:15][cH:16][cH:17][cH:18][cH:19]2)[cH:2][cH:3][cH:4][cH:5][cH:6]1.[c:27]1([CH3:28])[c:29]([CH3:30])[cH:31][cH:32][cH:33][cH:34]1>>[I-:20].[c:1]1([P+:7]([c:8]2[cH:9][cH:10][cH:11][cH:12][cH:13]2)([c:14]2[cH:15][cH:16][cH:17][cH:18][cH:19]2)[CH2:21][CH2:22][CH2:23][CH2:24][CH2:25][CH3:26])[cH:2][cH:3][cH:4][cH:5][cH:6]1.